Dataset: the Open Reaction Database (ORD), a public repository of structured organic reaction records. Task: describe an organic reaction: reactants, conditions, products, and yield Reactants: O=C([O-])O, F, O=N[O-], CCN1CC(C)n2c(c(OC)c3c(=O)n(Cc4ccc(F)c(Cl)c4)nc(N)c32)C1=O, [Na+], [Na+], c1ccncc1. The product is CCN1CC(C)n2c(c(OC)c3c(=O)n(Cc4ccc(F)c(Cl)c4)nc(F)c32)C1=O. Reaction SMILES: [C:35](=[O:36])([OH:37])[O-:38].[FH:46].[N:31]([O-:32])=[O:33].[NH2:1][c:2]1[n:3][n:4]([CH2:22][c:23]2[cH:24][c:25]([Cl:30])[c:26]([F:29])[cH:27][cH:28]2)[c:5](=[O:21])[c:6]2[c:7]1[n:8]1[c:9]([c:10]2[O:11][CH3:12])[C:13](=[O:20])[N:14]([CH2:18][CH3:19])[CH2:15][CH:16]1[CH3:17].[Na+:34].[Na+:39].[n:40]1[cH:41][cH:42][cH:43][cH:44][cH:45]1>>[c:2]1([F:46])[n:3][n:4]([CH2:22][c:23]2[cH:24][c:25]([Cl:30])[c:26]([F:29])[cH:27][cH:28]2)[c:5](=[O:21])[c:6]2[c:7]1[n:8]1[c:9]([c:10]2[O:11][CH3:12])[C:13](=[O:20])[N:14]([CH2:18][CH3:19])[CH2:15][CH:16]1[CH3:17]. Starting materials: CC(=O)C1=C(C=CC(=C1)Br)O (5-bromo-2-hydroxyacetophenone), C1(CCCC1)=O (cyclopentanone), N1CCCC1 (pyrrolidine). Solvent: CO (methanol). Product: BrC=1C=CC2=C(C(CC3(CCCC3)O2)=O)C1 (6-Bromo-3,4-dihydro-spiro[2H-1-benzopyran-2,1′-cyclopentan]-4-one). RXN SMILES: [CH3:1][C:2]([C:4]1[CH:9]=[C:8]([Br:10])[CH:7]=[CH:6][C:5]=1[OH:11])=[O:3].[C:12]1(=O)[CH2:16][CH2:15][CH2:14][CH2:13]1.N1CCCC1>CO>[Br:10][C:8]1[CH:7]=[CH:6][C:5]2[O:11][C:12]3([CH2:16][CH2:15][CH2:14][CH2:13]3)[CH2:1][C:2](=[O:3])[C:4]=2[CH:9]=1. Reported procedure: A solution of 5-bromo-2-hydroxyacetophenone (31.6 g, 0.1477 mol), cyclopentanone (26 mL, 0.2939 mol) and pyrrolidine (24 mL, 0.288 mol) in methanol (600 mL) was stirred at 25° C. overnight. The mixture was then concentrated to a red oil. Water was added and the solution was adjusted to pH 1 with concentrated hydrochloric acid. The product was extracted with diethylether. The organic layer was evaporated under reduced pressure. The residue was then dissolved in a small volume of methanol. The sol... Reactants: [BH3-]C#N, CC(C)=O, CC(=O)O, CO, COc1ccc(F)c2c1CC(N)CO2, [Na+]. Product: COc1ccc(F)c2c1CC(NC(C)C)CO2. As a reaction SMILES: [C:19]([BH3-:20])#[N:21].[CH3:15][C:16]([CH3:17])=[O:18].[CH3:23][C:24](=[O:25])[OH:26].[CH3:27][OH:28].[NH2:1][CH:2]1[CH2:3][O:4][c:5]2[c:6]([c:8]([O:13][CH3:14])[cH:9][cH:10][c:11]2[F:12])[CH2:7]1.[Na+:22]>>[NH:1]([CH:2]1[CH2:3][O:4][c:5]2[c:6]([c:8]([O:13][CH3:14])[cH:9][cH:10][c:11]2[F:12])[CH2:7]1)[CH:16]([CH3:15])[CH3:17]. The reactants are O=C(O)c1ncn2cc(Br)sc12, CS(C)=O. The product is Brc1cn2cncc2s1. RXN SMILES: [Br:1][c:2]1[cH:3][n:4]2[c:5]([s:6]1)[c:7]([C:10]([OH:11])=[O:12])[n:8][cH:9]2.[CH3:13][S:14](=[O:15])[CH3:16]>>[Br:1][c:2]1[cH:3][n:4]2[c:5]([s:6]1)[cH:7][n:8][cH:9]2. Reactants: BrC1=CC=NS1 (5-bromoisothiazole), BrC1=CC=C(C=C1)C(CC=1N(C=C(N1)CC(C)(C)C)C(C1=CC=CC=C1)(C1=CC=CC=C1)C1=CC=CC=C1)(C)O (2-(4-bromophenyl)-1-[4-(2,2-dimethylpropyl)-1-trityl-1H-imidazol-2-yl]propan-2-ol), C[Sn](C)C.C[Sn](C)C (hexamethylditin). The reagents and catalysts are C1(=CC=CC=C1)P(C1=CC=CC=C1)C1=CC=CC=C1.C1(=CC=CC=C1)P(C1=CC=CC=C1)C1=CC=CC=C1.C1(=CC=CC=C1)P(C1=CC=CC=C1)C1=CC=CC=C1.C1(=CC=CC=C1)P(C1=CC=CC=C1)C1=CC=CC=C1.[Pd] (Palladium tetrakis(triphenylphosphine)). The solvent is O1CCOCC1 (1,4-dioxane), O (water). Conditions: temperature 90 celsius, time 16 hour. Yields the product CC(CC=1N=C(N(C1)C(C1=CC=CC=C1)(C1=CC=CC=C1)C1=CC=CC=C1)CC(C)(O)C1=CC=C(C=C1)C1=CC=NS1)(C)C (1-[4-(2,2-dimethylpropyl)-1-trityl-1H-imidazol-2-yl]-2-(4-isothiazol-5-ylphenyl)propan-2-ol). Reaction SMILES: Br[C:2]1[S:6][N:5]=[CH:4][CH:3]=1.Br[C:8]1[CH:13]=[CH:12][C:11]([C:14]([OH:46])([CH3:45])[CH2:15][C:16]2[N:17]([C:26]([C:39]3[CH:44]=[CH:43][CH:42]=[CH:41][CH:40]=3)([C:33]3[CH:38]=[CH:37][CH:36]=[CH:35][CH:34]=3)[C:27]3[CH:32]=[CH:31][CH:30]=[CH:29][CH:28]=3)[CH:18]=[C:19]([CH2:21][C:22]([CH3:25])([CH3:24])[CH3:23])[N:20]=2)=[CH:10][CH:9]=1.C[Sn](C)C.C[Sn](C)C>O1CCOCC1.O.C1(P(C2C=CC=CC=2)C2C=CC=CC=2)C=CC=CC=1.C1(P(C2C=CC=CC=2)C2C=CC=CC=2)C=CC=CC=1.C1(P(C2C=CC=CC=2)C2C=CC=CC=2)C=CC=CC=1.C1(P(C2C=CC=CC=2)C2C=CC=CC=2)C=CC=CC=1.[Pd]>[CH3:23][C:22]([CH3:25])([CH3:24])[CH2:21][C:19]1[N:20]=[C:16]([CH2:15][C:14]([C:11]2[CH:12]=[CH:13][C:8]([C:2]3[S:6][N:5]=[CH:4][CH:3]=3)=[CH:9][CH:10]=2)([OH:46])[CH3:45])[N:17]([C:26]([C:27]2[CH:28]=[CH:29][CH:30]=[CH:31][CH:32]=2)([C:33]2[CH:38]=[CH:37][CH:36]=[CH:35][CH:34]=2)[C:39]2[CH:44]=[CH:43][CH:42]=[CH:41][CH:40]=2)[CH:18]=1 |f:2.3,6.7.8.9.10,^1:47,51|. Reported procedure: Palladium tetrakis(triphenylphosphine) (39 mg, 0.03 mmol) was added to a degassed, ambient temperature solution of 5-bromoisothiazole (55 mg, 0.34 mmol), 2-(4-bromophenyl)-1-[4-(2,2-dimethylpropyl)-1-trityl-1H-imidazol-2-yl]propan-2-ol (200 mg, 0.34 mmol) and hexamethylditin (110 mg, 0.34 mmol) in 1,4-dioxane (15 mL). After stirring at 90° C. for 16 h, the reaction mixture was diluted with water and extracted with ethyl acetate and methylene chloride. The combined organic extracts were concentra... Starting materials: FC=1C=C(C(=O)Cl)C=CC1 (m-fluorobenzoyl chloride), C(C)OCC (diethyl ether). The solvent is CO (methanol), CO (methanol). Reaction conditions: time 8 hour. Product: FC=1C=C(C(=O)OC)C=CC1 (methyl 3-fluorobenzoate). Isolated yield 92.5%. RXN SMILES: [CH2:1]([O:3]CC)C.[F:6][C:7]1[CH:8]=[C:9]([CH:13]=[CH:14][CH:15]=1)[C:10](Cl)=[O:11]>CO>[F:6][C:7]1[CH:8]=[C:9]([CH:13]=[CH:14][CH:15]=1)[C:10]([O:3][CH3:1])=[O:11]. Procedure: To a 1-liter flask fitted with a stirrer, addition funnel, condenser, and drying tube containing diethyl ether (200 ml) and methanol (anhd.; 64 g,; 2.0 moles) is added dropwise m-fluorobenzoyl chloride (317 g,; 2.0 moles) at room temperature over a 3 hour period. Additional methanol (10 ml) is added and the reaction mixture is stirred at room temperature overnight. The reaction mixture is then filtered through a bed of silicic acid and the solvent removed under vacuum to afford 285 grams of meth... The reactants are O=C([O-])O, C1CCOC1, CS(=O)(=O)OC(C#N)c1ccc(F)c(Oc2ccccc2)c1, CC1(C)C(Oc2ccc(Cl)cc2)C1C(=O)O, [K+], CN(C)C=O. Product: CC1(C)C(Oc2ccc(Cl)cc2)C1C(=O)OC(C#N)c1ccc(F)c(Oc2ccccc2)c1. As a reaction SMILES: [C:17](=[O:18])([OH:19])[O-:20].[CH2:44]1[O:45][CH2:46][CH2:47][CH2:48]1.[CH3:22][S:23]([O:24][CH:27]([c:28]1[cH:29][c:30]([O:35][c:36]2[cH:37][cH:38][cH:39][cH:40][cH:41]2)[c:31]([F:34])[cH:32][cH:33]1)[C:42]#[N:43])(=[O:25])=[O:26].[Cl:1][c:2]1[cH:3][cH:4][c:5]([O:6][CH:7]2[C:8]([CH3:13])([CH3:14])[CH:9]2[C:10](=[O:11])[OH:12])[cH:15][cH:16]1.[K+:21].[O:49]=[CH:50][N:51]([CH3:52])[CH3:53]>>[Cl:1][c:2]1[cH:3][cH:4][c:5]([O:6][CH:7]2[C:8]([CH3:13])([CH3:14])[CH:9]2[C:10](=[O:11])[O:12][CH:27]([c:28]2[cH:29][c:30]([O:35][c:36]3[cH:37][cH:38][cH:39][cH:40][cH:41]3)[c:31]([F:34])[cH:32][cH:33]2)[C:42]#[N:43])[cH:15][cH:16]1.